From a dataset of the Open Reaction Database (ORD), a public repository of structured organic reaction records. describe an organic reaction: reactants, conditions, products, and yield Starting materials: [Al+3], COc1ccc(CC(=O)O)c(Oc2ccccc2)c1, [Cl-], [Cl-], [Cl-], ClCCl, O=S(Cl)Cl. Product: COc1ccc2c(c1)Oc1ccccc1C(=O)C2. RXN SMILES: [Al+3:21].[CH3:1][O:2][c:3]1[cH:4][c:5]([O:13][c:14]2[cH:15][cH:16][cH:17][cH:18][cH:19]2)[c:6]([CH2:9][C:10](=[O:11])[OH:12])[cH:7][cH:8]1.[Cl-:20].[Cl-:22].[Cl-:23].[Cl:28][CH2:29][Cl:30].[S:24]([Cl:25])([Cl:26])=[O:27]>>[CH3:1][O:2][c:3]1[cH:4][c:5]2[c:6]([cH:7][cH:8]1)[CH2:9][C:10](=[O:12])[c:15]1[c:14]([cH:19][cH:18][cH:17][cH:16]1)[O:13]2.